Dataset: the Open Reaction Database (ORD), a public repository of structured organic reaction records. Task: describe an organic reaction: reactants, conditions, products, and yield Reactants: CCOC(=O)Cl, O=C([O-])[O-], CN(C)C=O, CCOC(C)=O, [K+], [K+], O, COC(=O)c1c(-c2noc(C)n2)cc(O)c(O)c1[N+](=O)[O-]. Product: CCOC(=O)Oc1cc(-c2noc(C)n2)c(C(=O)OC)c([N+](=O)[O-])c1O. RXN SMILES: [C:22]([O:23][CH2:24][CH3:25])(=[O:26])[Cl:27].[C:28](=[O:29])([O-:30])[O-:31].[CH3:34][N:35]([CH3:36])[CH:37]=[O:38].[CH3:39][CH2:40][O:41][C:42](=[O:43])[CH3:44].[K+:32].[K+:33].[OH2:45].[OH:1][c:2]1[c:3]([N+:19](=[O:20])[O-:21])[c:4]([C:5](=[O:6])[O:7][CH3:8])[c:9](-[c:13]2[n:14][o:15][c:16]([CH3:18])[n:17]2)[cH:10][c:11]1[OH:12]>>[OH:1][c:2]1[c:3]([N+:19](=[O:20])[O-:21])[c:4]([C:5](=[O:6])[O:7][CH3:8])[c:9](-[c:13]2[n:14][o:15][c:16]([CH3:18])[n:17]2)[cH:10][c:11]1[O:12][C:22]([O:23][CH2:24][CH3:25])=[O:26]. Reactants: C1CCOC1, CN(C)c1ccncc1, CCOCC, COc1ccc(S(=O)(=O)Cl)cc1, CCN(C(C)C)C(C)C, CC(CCC#N)ON. Product: COc1ccc(CNOC(C)CCC#N)cc1. As a reaction SMILES: [CH2:30]1[O:31][CH2:32][CH2:33][CH2:34]1.[CH3:35][N:36]([c:37]1[cH:38][cH:39][n:40][cH:41][cH:42]1)[CH3:43].[CH3:44][CH2:45][O:46][CH2:47][CH3:48].[CH3:9][O:10][c:11]1[cH:12][cH:13][c:14]([S:17]([Cl:18])(=[O:19])=[O:20])[cH:15][cH:16]1.[CH:21]([N:22]([CH:23]([CH3:24])[CH3:25])[CH2:26][CH3:27])([CH3:28])[CH3:29].[NH2:1][O:2][CH:3]([CH2:4][CH2:5][C:6]#[N:7])[CH3:8]>>[NH:1]([O:2][CH:3]([CH2:4][CH2:5][C:6]#[N:7])[CH3:8])[CH2:21][c:14]1[cH:13][cH:12][c:11]([O:10][CH3:9])[cH:16][cH:15]1. Starting materials: CCCCCCCCN, ClCCl, O=S(=O)(Cl)Cc1ccccc1. The product is NS(=O)(=O)Cc1ccccc1. Reaction SMILES: [CH2:12]([CH2:13][CH2:14][CH2:15][CH2:16][CH2:17][CH2:18][CH3:19])[NH2:20].[Cl:21][CH2:22][Cl:23].[c:1]1([CH2:7][S:8](=[O:9])(=[O:10])[Cl:11])[cH:2][cH:3][cH:4][cH:5][cH:6]1>>[c:1]1([CH2:7][S:8](=[O:9])(=[O:10])[NH2:20])[cH:2][cH:3][cH:4][cH:5][cH:6]1.